Dataset: the Open Reaction Database (ORD), a public repository of structured organic reaction records. Task: describe an organic reaction: reactants, conditions, products, and yield The reactants are CCN(CC)S(F)(F)F, ClCCl, CC(=O)NCC1CN(c2ccc(N3CCC(O)(CI)CC3)c(F)c2)C(=O)O1. Yields the product CC(=O)NCC1CN(c2ccc(N3CCC(F)(CI)CC3)c(F)c2)C(=O)O1. RXN SMILES: [CH2:28]([N:29]([S:30]([F:31])([F:32])[F:34])[CH2:33][CH3:35])[CH3:36].[Cl:37][CH2:38][Cl:39].[OH:1][C:2]1([CH2:26][I:27])[CH2:3][CH2:4][N:5]([c:8]2[c:9]([F:25])[cH:10][c:11]([N:14]3[C:15](=[O:24])[O:16][CH:17]([CH2:19][NH:20][C:21]([CH3:22])=[O:23])[CH2:18]3)[cH:12][cH:13]2)[CH2:6][CH2:7]1>>[C:2]1([CH2:26][I:27])([F:34])[CH2:3][CH2:4][N:5]([c:8]2[c:9]([F:25])[cH:10][c:11]([N:14]3[C:15](=[O:24])[O:16][CH:17]([CH2:19][NH:20][C:21]([CH3:22])=[O:23])[CH2:18]3)[cH:12][cH:13]2)[CH2:6][CH2:7]1. Reactants: [I-].[Na+] (Sodium iodide), C1(=CC=C(C=C1)S(=O)(=O)OCC(COCCCCCCCC)OCCCCCCCC)C (2,3-di-n-octyloxy-1-propyl p-toluenesulfonate). Run in CC(=O)C (acetone). Yields the product C(CCCCCCC)OC(CI)COCCCCCCCC (2,3-di-n-octyloxy-1-propyl iodide). Isolated yield 79.6%. As a reaction SMILES: [I-:1].[Na+].C1(C)C=CC(S(O[CH2:13][CH:14]([O:25][CH2:26][CH2:27][CH2:28][CH2:29][CH2:30][CH2:31][CH2:32][CH3:33])[CH2:15][O:16][CH2:17][CH2:18][CH2:19][CH2:20][CH2:21][CH2:22][CH2:23][CH3:24])(=O)=O)=CC=1>CC(C)=O>[CH2:26]([O:25][CH:14]([CH2:15][O:16][CH2:17][CH2:18][CH2:19][CH2:20][CH2:21][CH2:22][CH2:23][CH3:24])[CH2:13][I:1])[CH2:27][CH2:28][CH2:29][CH2:30][CH2:31][CH2:32][CH3:33] |f:0.1|. Reported procedure: Sodium iodide (4.07 g) was added to a stirred solution of 2,3-di-n-octyloxy-1-propyl p-toluenesulfonate (860 mg) in acetone (14 ml) at room temperature and heated under reflux for 11 hours. The resultant mixture was evaporated under reduced pressure, and the residue was dissolved in a mixture of water (20 ml) and diethyl ether (10 ml). The aqueous solution was separated and extracted with diethyl ether, and then the organic layer and the extract were combined. The organic solution was washed wit... Reactants: [Al+3], CCOCC, O=C(CCc1c[nH]cn1)N1CCC(=C2c3ccc(Cl)cc3CCc3cccnc32)CC1, [H-], [H-], [H-], [H-], [Li+], C1CCOC1. The product is Clc1ccc2c(c1)CCc1cccnc1C2=C1CCN(CCCc2c[nH]cn2)CC1. As a reaction SMILES: [Al+3:33].[CH2:43]([O:44][CH2:45][CH3:46])[CH3:47].[Cl:1][c:2]1[cH:3][cH:4][c:5]2[c:6]([cH:31]1)[CH2:7][CH2:8][c:9]1[c:10]([n:11][cH:12][cH:13][cH:14]1)[C:15]2=[C:16]1[CH2:17][CH2:18][N:19]([C:22]([CH2:23][CH2:24][c:25]2[n:26][cH:27][nH:28][cH:29]2)=[O:30])[CH2:20][CH2:21]1.[H-:32].[H-:35].[H-:36].[H-:37].[Li+:34].[O:38]1[CH2:39][CH2:40][CH2:41][CH2:42]1>>[Cl:1][c:2]1[cH:3][cH:4][c:5]2[c:6]([cH:31]1)[CH2:7][CH2:8][c:9]1[c:10]([n:11][cH:12][cH:13][cH:14]1)[C:15]2=[C:16]1[CH2:17][CH2:18][N:19]([CH2:22][CH2:23][CH2:24][c:25]2[n:26][cH:27][nH:28][cH:29]2)[CH2:20][CH2:21]1. Reactants: CC1(OC2=CC=C(C=C2CC1)S(=O)(=O)NCC(=O)OC(C)(C)C)C (tert-butyl 2-(2,2-dimethylchroman-6-sulfonamido)acetate), CCN(CC)P1(=NC(C)(C)C)N(CCCN1C)C (BEMP), BrC1=CC(=CC(=C1)F)CBr (1-bromo-3-(bromomethyl)-5-fluorobenzene). The solvent is CC#N (MeCN). Reaction conditions: temperature 90 celsius. The product is BrC=1C=C(CN(S(=O)(=O)C=2C=C3CCC(OC3=CC2)(C)C)CC(=O)OC(C)(C)C)C=C(C1)F (tert-butyl 2-(N-(3-bromo-5-fluorobenzyl)-2,2-dimethylchroman-6-sulfonamido)acetate). The yield is 90.1%. RXN SMILES: [CH3:1][C:2]1([CH3:24])[CH2:11][CH2:10][C:9]2[C:4](=[CH:5][CH:6]=[C:7]([S:12]([NH:15][CH2:16][C:17]([O:19][C:20]([CH3:23])([CH3:22])[CH3:21])=[O:18])(=[O:14])=[O:13])[CH:8]=2)[O:3]1.CCN(P1(N(C)CCCN1C)=NC(C)(C)C)CC.[Br:43][C:44]1[CH:49]=[C:48]([F:50])[CH:47]=[C:46]([CH2:51]Br)[CH:45]=1>CC#N>[Br:43][C:44]1[CH:45]=[C:46]([CH:47]=[C:48]([F:50])[CH:49]=1)[CH2:51][N:15]([CH2:16][C:17]([O:19][C:20]([CH3:23])([CH3:22])[CH3:21])=[O:18])[S:12]([C:7]1[CH:8]=[C:9]2[C:4](=[CH:5][CH:6]=1)[O:3][C:2]([CH3:24])([CH3:1])[CH2:11][CH2:10]2)(=[O:14])=[O:13]. Reported procedure: To the solution of tert-butyl 2-(2,2-dimethylchroman-6-sulfonamido)acetate (500 mg, 1.407 mmol) in MeCN (15 mL) was added resin-supported BEMP (786 mg, 1.547 mmol) and 1-bromo-3-(bromomethyl)-5-fluorobenzene (501 mg, 1.871 mmol). The mixture was heated in a microwave synthesizer at 90° C. for 3 hours. The reaction mixture was filtered, rinsed alternatively by dichloromethane and methanol. The filtrate was concentrated to give a reddish orange residue, which was purified by silica chromatography ... Product: OCC(C)NC(=O)C1=C(N=C(S1)CCC=1C(=NOC1C)CCCC)C (2-[2-(3-Butyl-5-methyl-isoxazol-4-yl)-ethyl]-4-methyl-thiazole-5-carboxylic acid (2-hydroxy-1-methyl-ethyl)-amide). RXN SMILES: [CH2:1]([C:5]1[C:9]([CH2:10][CH2:11][C:12]2[S:13][C:14]([C:18]([OH:20])=O)=[C:15]([CH3:17])[N:16]=2)=[C:8]([CH3:21])[O:7][N:6]=1)[CH2:2][CH2:3][CH3:4].[NH2:22][CH:23]([CH3:26])[CH2:24][OH:25]>>[OH:25][CH2:24][CH:23]([NH:22][C:18]([C:14]1[S:13][C:12]([CH2:11][CH2:10][C:9]2[C:5]([CH2:1][CH2:2][CH2:3][CH3:4])=[N:6][O:7][C:8]=2[CH3:21])=[N:16][C:15]=1[CH3:17])=[O:20])[CH3:26]. Isolated yield 58.0%. Reported procedure: As described for example 49, 2-[2-(3-butyl-5-methyl-isoxazol-4-yl)-ethyl]-4-methyl-thiazole-5-carboxylic acid (80 mg, 0.26 mmol) was converted, using rac-2-amino-1-propanol instead of 1-amino-2-methyl-propan-2-ol, to the title compound (55 mg, 58%) which was obtained as a light brown oil. MS: m/e=366.1 [M+H]+. Starting materials: C(CCC)C1=NOC(=C1CCC=1SC(=C(N1)C)C(=O)O)C (2-[2-(3-butyl-5-methyl-isoxazol-4-yl)-ethyl]-4-methyl-thiazole-5-carboxylic acid), NC(CO)C (rac-2-amino-1-propanol). Reactants: C[C@@H]1CN(CCN1)C(=O)OC(C)(C)C, C1=CC=C(C=C1)COC2=CC=C(C=C2)Br. Reagents/catalysts: CC(C)(C)[O-].[K+], CC(C)(C)P(C(C)(C)C)C(C)(C)C, CC(C)(C)P(C(C)(C)C)C(C)(C)C.CC(C)(C)P(C(C)(C)C)C(C)(C)C.[Pd]. Solvent: C1CCOC1. Run at temperature 150 celsius. Product: C[C@@H]1CN(CCN1C2=CC=C(C=C2)OCC3=CC=CC=C3)C(=O)OC(C)(C)C. Yield: 35.7%. Procedure: A mixture of 1-(benzyloxy)-4-bromobenzene (158 mg, 0.60 mmol), (R)-tert-butyl 3-methylpiperazine-1-carboxylate (60.1 mg, 0.3 mmol), bis(tri-t- butylphosphine)palladium(0) (15.33 mg, 0.03 mmol) and potassium tert-butoxide (37.0 mg, 0.33 mmol) in THF (2 mL) was flushed with nitrogen and sealed into a microwave tube. The reaction was heated to 150 °C for 20 minutes in the microwave reactor and cooled to RT. The reaction mixture was filtered and the filtrate evaporated to dryness. The residue was di...